From a dataset of the Open Reaction Database (ORD), a public repository of structured organic reaction records. describe an organic reaction: reactants, conditions, products, and yield Solvent: COCCOC (DME), C([O-])([O-])=O.[Na+].[Na+] (sodium carbonate). Reported procedure: To a solution of 5-bromo-6-methylpyridin-3-amine (1.0 equiv.) and 4-(4-(4,4,5,5-tetramethyl-1,3,2-dioxaborolan-2-yl)pyridin-2-yl)morpholine (1.7 equiv.) in DME and 2M sodium carbonate (4:1, 0.14 M) was added PdCl2(dppf)-DCM adduct (0.1 equiv.) in a microwave vial equipped with a stir bar. The reaction was heated to 110° C. for 15 min in the microwave. The cooled reaction mixture was partitioned between water and ethyl acetate. The organic phase was dried with sodium sulfate, filtered and concent... The reagents and catalysts are C1=CC=C(C=C1)P([C-]2C=CC=C2)C3=CC=CC=C3.C1=CC=C(C=C1)P([C-]2C=CC=C2)C3=CC=CC=C3.Cl[Pd]Cl.[Fe+2].C(Cl)Cl (PdCl2(dppf) DCM). The product is CC1=NC=C(C=C1C1=CC(=NC=C1)N1CCOCC1)N (2-methyl-2′-morpholino-[3,4′-bipyridin]-5-amine). The reactants are BrC=1C=C(C=NC1C)N (5-bromo-6-methylpyridin-3-amine), CC1(OB(OC1(C)C)C1=CC(=NC=C1)N1CCOCC1)C (4-(4-(4,4,5,5-tetramethyl-1,3,2-dioxaborolan-2-yl)pyridin-2-yl)morpholine). Run at temperature 110 celsius. Reaction SMILES: Br[C:2]1[CH:3]=[C:4]([NH2:9])[CH:5]=[N:6][C:7]=1[CH3:8].CC1(C)C(C)(C)OB([C:18]2[CH:23]=[CH:22][N:21]=[C:20]([N:24]3[CH2:29][CH2:28][O:27][CH2:26][CH2:25]3)[CH:19]=2)O1>COCCOC.C(=O)([O-])[O-].[Na+].[Na+].C1C=CC(P(C2C=CC=CC=2)[C-]2C=CC=C2)=CC=1.C1C=CC(P(C2C=CC=CC=2)[C-]2C=CC=C2)=CC=1.Cl[Pd]Cl.[Fe+2].C(Cl)Cl>[CH3:8][C:7]1[C:2]([C:18]2[CH:23]=[CH:22][N:21]=[C:20]([N:24]3[CH2:25][CH2:26][O:27][CH2:28][CH2:29]3)[CH:19]=2)=[CH:3][C:4]([NH2:9])=[CH:5][N:6]=1 |f:3.4.5,6.7.8.9.10|. Starting materials: C(C)(C)(C)OC(=O)NC=1N=CC(=NC1)C(CCC(=O)OCC)C#N (ethyl 4-(5-(tert-butoxycarbonylamino)pyrazin-2-yl)-4-cyanobutanoate). Reagents/catalysts: [Ni] (Raney Nickel), [Ni] (Raney Nickel), [Ni] (Nickel). The solvent is C(C)O (ethanol), C(C)O (ethanol). Reaction conditions: temperature 56 celsius. Product: O=C1CCC(CN1)C=1N=CC(=NC1)NC(OC(C)(C)C)=O (tert-butyl 5-(6-oxopiperidin-3-yl)pyrazin-2-ylcarbamate). RXN SMILES: [C:1]([O:5][C:6]([NH:8][C:9]1[N:10]=[CH:11][C:12]([CH:15]([C:23]#[N:24])[CH2:16][CH2:17][C:18](OCC)=[O:19])=[N:13][CH:14]=1)=[O:7])([CH3:4])([CH3:3])[CH3:2]>[Ni].C(O)C>[O:19]=[C:18]1[NH:24][CH2:23][CH:15]([C:12]2[N:13]=[CH:14][C:9]([NH:8][C:6](=[O:7])[O:5][C:1]([CH3:4])([CH3:3])[CH3:2])=[N:10][CH:11]=2)[CH2:16][CH2:17]1. Procedure details: Under Argon, to ethyl 4-(5-(tert-butoxycarbonylamino)pyrazin-2-yl)-4-cyanobutanoate in ethanol solution (94 mg, 0.281 mmol/8 mL) was added Raney Nickel catalyst ethanol suspension (Nickel in ˜2 mL ethanol, the amount of Raney Nickel was not accurately measured), and the reaction mixture was stirred under H2 balloon after 3 times air atomasphere exchange heated with external oil bath at 56° C. for overnight with H2 balloon. The reaction mixture was cooled down to room temperature, and filtered th... Starting materials: C(CCC(C)O)O (1,4-pentanediol), N1C=NC=C1 (imidazole), C(C)OCC (diethyl ether), C(C)(C)(C)[Si](C1=CC=CC=C1)(C1=CC=CC=C1)Cl (t-butyl chlorodiphenylsilane). The solvent is CN(C=O)C (N,N-dimethylformamide). Run at time 2 day. Product: [Si](C1=CC=CC=C1)(C1=CC=CC=C1)(C(C)(C)C)OCCCC(O)C (4-(t-Butyldiphenylsilyloxy)-1-methyl-1-butanol). Reaction SMILES: [CH2:1]([OH:7])[CH2:2][CH2:3][CH:4]([OH:6])[CH3:5].N1C=CN=C1.[C:13]([Si:17](Cl)([C:24]1[CH:29]=[CH:28][CH:27]=[CH:26][CH:25]=1)[C:18]1[CH:23]=[CH:22][CH:21]=[CH:20][CH:19]=1)([CH3:16])([CH3:15])[CH3:14].C(OCC)C>CN(C)C=O>[Si:17]([O:7][CH2:1][CH2:2][CH2:3][CH:4]([CH3:5])[OH:6])([C:13]([CH3:16])([CH3:15])[CH3:14])([C:24]1[CH:25]=[CH:26][CH:27]=[CH:28][CH:29]=1)[C:18]1[CH:23]=[CH:22][CH:21]=[CH:20][CH:19]=1. Reported procedure: In N,N-dimethylformamide (200 ml) were dissolved 1,4-pentanediol (10.0 g, 96.0 mmol) and imidazole (6.6 g, 96.9 mmol). Under ice cooling, t-butyl chlorodiphenylsilane (25.2 ml, 96.4 mmol) was added dropwise. After completion of the dropwise addition, the reaction mixture was stirred at room temperature for 2 days. To the reaction mixture was added diethyl ether, followed by washing with water. The organic layer was dried over anhydrous magnesium sulfate. After filtration, the residue obtained by... The reactants are ClC=1C=CC=C2CCC(NC12)=O (8-chloro-3,4-dihydro-2(1H)-quinolinone), [N+](=O)(O)[O-] (nitric acid). Reaction SMILES: [Cl:1][C:2]1[CH:3]=[CH:4][CH:5]=[C:6]2[C:11]=1[NH:10][C:9](=[O:12])[CH2:8][CH2:7]2.[N+:13]([O-])([OH:15])=[O:14]>C(OC(=O)C)(=O)C.C(O)(=O)C>[Cl:1][C:2]1[CH:3]=[C:4]([N+:13]([O-:15])=[O:14])[CH:5]=[C:6]2[C:11]=1[NH:10][C:9](=[O:12])[CH2:8][CH2:7]2. Procedure: To a solution of 8-chloro-3,4-dihydro-2(1H)-quinolinone (5.08 g) in acetic anhydride (50 ml) was dropwise added a solution of nitric acid (d=1.40, 2.97 g) in acetic acid (20 ml) over the period of 10 minutes with stirring under ice-cooling. The mixture was stirred for 2 hours at ambient temperature and then for 6 hours at 50° C., and was allowed to stand for 60 hours at ambient temperature. The resulting precipitates were collected, washed with acetic anhydride and ethyl acetate successively and... Isolated yield 60.4%. Run in C(C)(=O)OC(C)=O (acetic anhydride), C(C)(=O)O (acetic acid). Reaction conditions: time 6 hour. Product: ClC=1C=C(C=C2CCC(NC12)=O)[N+](=O)[O-] (8-chloro-6-nitro-3,4-dihydro-2(1H)-quinolinone). Reactants: CC(C)(C)OC(=O)N1CCC(COCc2cc(Br)cc(-c3ccc(C#N)cc3)c2)(c2ccccc2)CC1, [C-]#N, [C-]#N, CN(C)C=O, [Pd], [Zn+2], c1ccc(P(c2ccccc2)c2ccccc2)cc1, c1ccc(P(c2ccccc2)c2ccccc2)cc1, c1ccc(P(c2ccccc2)c2ccccc2)cc1, c1ccc(P(c2ccccc2)c2ccccc2)cc1. Yields the product CC(C)(C)OC(=O)N1CCC(COCc2cc(C#N)cc(-c3ccc(C#N)cc3)c2)(c2ccccc2)CC1. Reaction SMILES: [Br:1][c:2]1[cH:3][c:4]([CH2:16][O:17][CH2:18][C:19]2([c:32]3[cH:33][cH:34][cH:35][cH:36][cH:37]3)[CH2:20][CH2:21][N:22]([C:25](=[O:26])[O:27][C:28]([CH3:29])([CH3:30])[CH3:31])[CH2:23][CH2:24]2)[cH:5][c:6](-[c:8]2[cH:9][cH:10][c:11]([C:14]#[N:15])[cH:12][cH:13]2)[cH:7]1.[C-:120]#[N:121].[C-:123]#[N:124].[CH3:38][N:39]([CH3:40])[CH:41]=[O:42].[Pd:43].[Zn+2:122].[c:101]1([P:102]([c:103]2[cH:104][cH:105][cH:106][cH:107][cH:108]2)[c:109]2[cH:110][cH:111][cH:112][cH:113][cH:114]2)[cH:115][cH:116][cH:117][cH:118][cH:119]1.[c:44]1([P:45]([c:46]2[cH:47][cH:48][cH:49][cH:50][cH:51]2)[c:52]2[cH:53][cH:54][cH:55][cH:56][cH:57]2)[cH:58][cH:59][cH:60][cH:61][cH:62]1.[c:63]1([P:64]([c:65]2[cH:66][cH:67][cH:68][cH:69][cH:70]2)[c:71]2[cH:72][cH:73][cH:74][cH:75][cH:76]2)[cH:77][cH:78][cH:79][cH:80][cH:81]1.[c:82]1([P:83]([c:84]2[cH:85][cH:86][cH:87][cH:88][cH:89]2)[c:90]2[cH:91][cH:92][cH:93][cH:94][cH:95]2)[cH:96][cH:97][cH:98][cH:99][cH:100]1>>[c:2]1([C:38]#[N:39])[cH:3][c:4]([CH2:16][O:17][CH2:18][C:19]2([c:32]3[cH:33][cH:34][cH:35][cH:36][cH:37]3)[CH2:20][CH2:21][N:22]([C:25](=[O:26])[O:27][C:28]([CH3:29])([CH3:30])[CH3:31])[CH2:23][CH2:24]2)[cH:5][c:6](-[c:8]2[cH:9][cH:10][c:11]([C:14]#[N:15])[cH:12][cH:13]2)[cH:7]1. The reactants are COC(=O)c1cc(C#N)cc(N(C)C)c1, [Li+], C1CCOC1, [OH-]. Yields the product CN(C)c1cc(C#N)cc(C(=O)O)c1. Reaction SMILES: [CH3:1][O:2][C:3]([c:4]1[cH:5][c:6]([C:13]#[N:14])[cH:7][c:8]([N:10]([CH3:11])[CH3:12])[cH:9]1)=[O:15].[Li+:16].[O:18]1[CH2:19][CH2:20][CH2:21][CH2:22]1.[OH-:17]>>[O:2]=[C:3]([c:4]1[cH:5][c:6]([C:13]#[N:14])[cH:7][c:8]([N:10]([CH3:11])[CH3:12])[cH:9]1)[OH:15]. Reactants: N(=NC(=O)[O-])C(=O)[O-] (diazene-1,2-dicarboxylate), C(CC(C)C)N1C(=NC2=NC(=CC=C21)C(F)(F)F)CO ((1-isopentyl-5-(trifluoromethyl)-1H-imidazo[4,5-b]pyridin-2-yl)methanol), C1(CC1)N1C(NC=2C=NC=CC21)=O (1-cyclopropyl-1H-imidazo[4,5-c]pyridin-2(3H)-one), C1(=CC=CC=C1)P(C1=CC=CC=C1)C1=CC=CC=C1 (triphenylphosphine). Run in C1CCOC1 (THF). Run at time 16 hour. Yields the product C1(CC1)N1C(N(C=2C=NC=CC21)CC=2N(C=1C(=NC(=CC1)C(F)(F)F)N2)CCC(C)C)=O (1-cyclopropyl-3-((1-isopentyl-5-(trifluoromethyl)-1H-imidazo[4,5-b]pyridin-2-yl)methyl)-1H-imidazo[4,5-c]pyridin-2(3H)-one). Isolated yield 37.2%. Reaction SMILES: [CH2:1]([N:6]1[C:14]2[C:9](=[N:10][C:11]([C:15]([F:18])([F:17])[F:16])=[CH:12][CH:13]=2)[N:8]=[C:7]1[CH2:19]O)[CH2:2][CH:3]([CH3:5])[CH3:4].[CH:21]1([N:24]2[C:32]3[CH:31]=[CH:30][N:29]=[CH:28][C:27]=3[NH:26][C:25]2=[O:33])[CH2:23][CH2:22]1.C1(P(C2C=CC=CC=2)C2C=CC=CC=2)C=CC=CC=1.N(C([O-])=O)=NC([O-])=O>C1COCC1>[CH:21]1([N:24]2[C:32]3[CH:31]=[CH:30][N:29]=[CH:28][C:27]=3[N:26]([CH2:19][C:7]3[N:6]([CH2:1][CH2:2][CH:3]([CH3:4])[CH3:5])[C:14]4[C:9]([N:8]=3)=[N:10][C:11]([C:15]([F:16])([F:17])[F:18])=[CH:12][CH:13]=4)[C:25]2=[O:33])[CH2:23][CH2:22]1. Procedure details: To a suspension of (1-isopentyl-5-(trifluoromethyl)-1H-imidazo[4,5-b]pyridin-2-yl)methanol 44-3 (1.0 g, 3.5 mmol (73% purity)), 1-cyclopropyl-1H-imidazo[4,5-c]pyridin-2(3H)-one 10-d (731.8 mg, 4.2 mmol) and triphenylphosphine (1.1 g, 4.2 mmol) in 24 ml dry THF was added (E)-diïsopropyl diazene-1,2-dicarboxylate (1.0 ml, 5.2 mmol) at room temperature. The reaction mixture was stirred at room temperature for 16 hours. The reaction mixture was evaporated to dryness and purified by preparative colum...